Dataset: the Open Reaction Database (ORD), a public repository of structured organic reaction records. Task: describe an organic reaction: reactants, conditions, products, and yield The reactants are N(=NC(=O)N1CCCCC1)C(=O)N1CCCCC1 (1,1′-(azodicarbonyl)dipiperidine), FC1=C(C=CC(=C1)O)CCC(=O)OCC (ethyl 3-(2-fluoro-4-hydroxyphenyl)propanoate), OCC1=CC=C(C=C1)C(CCC)O (1-[4-(hydroxymethyl)phenyl]-butane-1-ol), C(CCC)P(CCCC)CCCC (tributylphosphine). The solvent is C1(=CC=CC=C1)C (toluene), CCCCCC (Hexane). Run at time 22 hour. The product is FC1=C(C=CC(=C1)OCC1=CC=C(C=C1)C(CCC)O)CCC(=O)OCC (ethyl 3-(2-fluoro-4-{[4-(1-hydroxybutyl)benzyl]oxy}phenyl)propanoate). Yield: 51.5%. Reaction SMILES: [F:1][C:2]1[CH:7]=[C:6]([OH:8])[CH:5]=[CH:4][C:3]=1[CH2:9][CH2:10][C:11]([O:13][CH2:14][CH3:15])=[O:12].O[CH2:17][C:18]1[CH:23]=[CH:22][C:21]([CH:24]([OH:28])[CH2:25][CH2:26][CH3:27])=[CH:20][CH:19]=1.C(P(CCCC)CCCC)CCC.N(C(N1CCCCC1)=O)=NC(N1CCCCC1)=O>C1(C)C=CC=CC=1.CCCCCC>[F:1][C:2]1[CH:7]=[C:6]([O:8][CH2:17][C:18]2[CH:23]=[CH:22][C:21]([CH:24]([OH:28])[CH2:25][CH2:26][CH3:27])=[CH:20][CH:19]=2)[CH:5]=[CH:4][C:3]=1[CH2:9][CH2:10][C:11]([O:13][CH2:14][CH3:15])=[O:12]. Procedure details: A solution of ethyl 3-(2-fluoro-4-hydroxyphenyl)propanoate (2.12 g, 10.0 mmol), 1-[4-(hydroxymethyl)phenyl]-butane-1-ol (1.80 g, 10.0 mmol) and tributylphosphine (4.04 mL, 20.0 mmol) in toluene (150 mL) was stirred under ice-cooling and 1,1′-(azodicarbonyl)dipiperidine (5.04 g, 20.0 mmol) was added by small portions. The mixture was warmed to room temperature and stirred for 22 hr. Hexane (75 mL) was added to the reaction mixture, and precipitated insoluble material was filtered off. The filtrat... Reactants: BrC1C(=C(C(O1)=O)C)OC (5-Bromo-2,5-dihydro-4-methoxy-3-methyl-2-oxofuran), C1(=CC=CC=C1)P(C1=CC=CC=C1)C1=CC=CC=C1 (Triphenylphosphine). Run at time 8 hour. Product: [Br-].COC=1C(C(OC1[P+](C=1CC=CCC1)(C=1CC=CCC1)C=1CC=CCC1)=O)C (2,5-Dihydro-4-methoxy-3-methyl-2-oxofuran-5-yl-triphenylphosphonium Bromide). Procedure: 5-Bromo-2,5-dihydro-4-methoxy-3-methyl-2-oxofuran (6.44 g) was dissolved in dry benzene (100 mls). Triphenylphosphine was added and the solution stirred overnight at room temperature. The solution was decanted from the orange gum, which was then triturated with ether to give a colourless crystalline solid. The ether was decanted and the salt dried under vacuum. The decanted solution was concentrated to a gum. Trituration of this with ether resulted in a second crop of the phosphonium salt. The c... Solvent: C1=CC=CC=C1 (benzene). As a reaction SMILES: [Br:1][CH:2]1[O:6][C:5](=[O:7])[C:4]([CH3:8])=[C:3]1[O:9][CH3:10].[C:11]1([P:17]([C:24]2[CH:29]=[CH:28][CH:27]=[CH:26][CH:25]=2)[C:18]2[CH:23]=[CH:22][CH:21]=[CH:20][CH:19]=2)[CH:16]=[CH:15][CH:14]=[CH:13][CH:12]=1>C1C=CC=CC=1>[Br-:1].[CH3:10][O:9][C:3]1[CH:4]([CH3:8])[C:5](=[O:7])[O:6][C:2]=1[P+:17]([C:18]1[CH2:23][CH:22]=[CH:21][CH2:20][CH:19]=1)([C:24]1[CH2:25][CH:26]=[CH:27][CH2:28][CH:29]=1)[C:11]1[CH2:16][CH:15]=[CH:14][CH2:13][CH:12]=1 |f:3.4|. Reactants: Br[O-].[Na+] (sodium hypobromite), C(C)(=O)C1=C(OC2=C1C=CC=C2)C2=CC=C(C1=CC=CC=C21)OCCBr (3-acetyl-2-[4-(2-bromoethoxy)naphthyl]benzofuran), BrBr (bromine), [OH-].[Na+] (sodium hydoxide), S([O-])(O)=O.[Na+] (Sodium bisulfite). The solvent is O (water), O1CCOCC1 (dioxane), O (water). Run at time 1 hour. Product: C(=O)(O)C1=C(OC2=C1C=CC=C2)C2=CC=C(C1=CC=CC=C21)OCCBr (3-carboxy-2-[4-(2-bromo-ethoxy)naphthyl]benzofuran). As a reaction SMILES: Br[O-].[Na+].BrBr.[OH-].[Na+].[C:8]([C:11]1[C:15]2[CH:16]=[CH:17][CH:18]=[CH:19][C:14]=2[O:13][C:12]=1[C:20]1[C:29]2[C:24](=[CH:25][CH:26]=[CH:27][CH:28]=2)[C:23]([O:30][CH2:31][CH2:32][Br:33])=[CH:22][CH:21]=1)(=[O:10])C.S(=O)(O)[O-:35].[Na+]>O.O1CCOCC1>[C:8]([C:11]1[C:15]2[CH:16]=[CH:17][CH:18]=[CH:19][C:14]=2[O:13][C:12]=1[C:20]1[C:29]2[C:24](=[CH:25][CH:26]=[CH:27][CH:28]=2)[C:23]([O:30][CH2:31][CH2:32][Br:33])=[CH:22][CH:21]=1)([OH:10])=[O:35] |f:0.1,3.4,6.7|. Reported procedure: A solution of sodium hypobromite, prepared by adding 2.45 g. (0.45 mol.) of bromine to a cooled (0°) solution of 4.5 g. (0.1125 mol.) of sodium hydoxide in 40 ml. of water, was added to a solution of 6.1 g. (0.015 mol.) of 3-acetyl-2-[4-(2-bromoethoxy)naphthyl]benzofuran in 60 ml. of dioxane and the mixture was shaken for 12 hours. Sodium bisulfite was added to the reaction mixture, water was added and the mixture was extracted twice with ether. The aqueous phase was acidified with hydrochloric ... Reactants: N[C@@H]1CC[C@H](CC1)NC(=O)C1=CNC2=C1N=CN=C2C2=C(C=C(C(=C2)F)OC)OCC2CC2 (trans-4-(2-cyclopropylmethoxy-5-fluoro-4-methoxy-phenyl)-5H-pyrrolo[3,2-d]pyrimidine-7-carboxylic acid (4-amino-cyclohexyl)-amide), ClC(=O)COC(C)=O (acetic acid chlorocarbonyl-methyl ester). Yields the product OCC(=O)N[C@@H]1CC[C@H](CC1)NC(=O)C1=CNC2=C1N=CN=C2C2=C(C=C(C(=C2)F)OC)OCC2CC2 (trans-4-(2-Cyclopropylmethoxy-5-fluoro-4-methoxy-phenyl)-5H-pyrrolo[3,2-d]pyrimidine-7-carboxylic acid [4-(2-hydroxy-acetylamino)-cyclohexyl]-amide). As a reaction SMILES: [NH2:1][C@H:2]1[CH2:7][CH2:6][C@H:5]([NH:8][C:9]([C:11]2[C:15]3[N:16]=[CH:17][N:18]=[C:19]([C:20]4[CH:25]=[C:24]([F:26])[C:23]([O:27][CH3:28])=[CH:22][C:21]=4[O:29][CH2:30][CH:31]4[CH2:33][CH2:32]4)[C:14]=3[NH:13][CH:12]=2)=[O:10])[CH2:4][CH2:3]1.Cl[C:35]([CH2:37][O:38]C(=O)C)=[O:36]>>[OH:38][CH2:37][C:35]([NH:1][C@H:2]1[CH2:7][CH2:6][C@H:5]([NH:8][C:9]([C:11]2[C:15]3[N:16]=[CH:17][N:18]=[C:19]([C:20]4[CH:25]=[C:24]([F:26])[C:23]([O:27][CH3:28])=[CH:22][C:21]=4[O:29][CH2:30][CH:31]4[CH2:33][CH2:32]4)[C:14]=3[NH:13][CH:12]=2)=[O:10])[CH2:4][CH2:3]1)=[O:36]. Reported procedure: Starting from trans-4-(2-cyclopropylmethoxy-5-fluoro-4-methoxy-phenyl)-5H-pyrrolo[3,2-d]pyrimidine-7-carboxylic acid (4-amino-cyclohexyl)-amide (example A139) and acetic acid chlorocarbonyl-methyl ester the title compound is obtained as colorless solid. The solvent is C(C)O (ethanol). The product is FC1=C(C=CC(=C1)F)[C@@](CN1N=CN=C1)([C@@H](C)C1=CC=C(C=C1)C=1N(C(=NN1)S)C)O ((2R,3S)-2-(2,4-Difluorophenyl)-3-(4-[3-mercapto-4-methyl-1,2,4-triazol-5-yl]phenyl)-1-(1,2,4-triazol-1-yl)butan-2-ol). Starting materials: CN(NC(=S)N)C(C1=CC=C(C=C1)C(C(CN1N=CN=C1)(O)C1=C(C=C(C=C1)F)F)C)=O (N-methyl-4-{2-[2,4-difluorophenyl]-2-hydroxy-1-[1,2,4-triazol-1-yl]but-3-yl}benzoylthiosemicarbazide), C[O-].[Na+] (sodium methoxide). Procedure: A solution of N-methyl-4-{2-[2,4-difluorophenyl]-2-hydroxy-1-[1,2,4-triazol-1-yl]but-3-yl}benzoylthiosemicarbazide (2.1 g, 4.5 mmol) in ethanol (50 ml) was heated under reflux and treated with sodium methoxide solution (30%, 5.5 mmol) in portions over 24 hours. The mixture was reduced in volume to 20 ml under reduced pressure and partitioned between ethyl acetate (100 ml) and water (50 ml). The aqueous layer was further extracted with ethyl acetate (3×50 ml) and the organic extracts combined, wa... RXN SMILES: C[N:2]([C:7](=O)[C:8]1[CH:13]=[CH:12][C:11]([CH:14]([CH3:31])[C:15]([C:23]2[CH:28]=[CH:27][C:26]([F:29])=[CH:25][C:24]=2[F:30])([OH:22])[CH2:16][N:17]2[CH:21]=[N:20][CH:19]=[N:18]2)=[CH:10][CH:9]=1)[NH:3][C:4]([NH2:6])=[S:5].[CH3:33][O-].[Na+]>C(O)C>[F:30][C:24]1[CH:25]=[C:26]([F:29])[CH:27]=[CH:28][C:23]=1[C@:15]([OH:22])([C@H:14]([C:11]1[CH:10]=[CH:9][C:8]([C:7]2[N:6]([CH3:33])[C:4]([SH:5])=[N:3][N:2]=2)=[CH:13][CH:12]=1)[CH3:31])[CH2:16][N:17]1[CH:21]=[N:20][CH:19]=[N:18]1 |f:1.2|.